This data is from the Open Reaction Database (ORD), a public repository of structured organic reaction records. The task is: describe an organic reaction: reactants, conditions, products, and yield Reactants: COC(C(COCC=C)NC(=O)OC(C)(C)C)=O (3-allyloxy-2-tert-butoxycarbonylamino-propionic acid methyl ester), C(Cl)Cl.CO (CH2Cl2 MeOH). Run at temperature -78 celsius, time 4 hour. The product is COC(=O)C1N(C(COC1)OC)C(=O)OC(C)(C)C (5-methoxymorpholine-3,4-dicarboxylic acid 4-tert-butyl ester 3-methyl ester). Yield: 78.0%. RXN SMILES: [CH3:1][O:2][C:3](=[O:18])[CH:4]([NH:10][C:11]([O:13][C:14]([CH3:17])([CH3:16])[CH3:15])=[O:12])[CH2:5][O:6][CH2:7][CH:8]=C.C(Cl)Cl.[CH3:22][OH:23]>>[CH3:1][O:2][C:3]([CH:4]1[CH2:5][O:6][CH2:7][CH:8]([O:23][CH3:22])[N:10]1[C:11]([O:13][C:14]([CH3:17])([CH3:16])[CH3:15])=[O:12])=[O:18] |f:1.2|. Procedure: A solution containing 3-allyloxy-2-tert-butoxycarbonylamino-propionic acid methyl ester (30.0 g, 116 mmol) in 550 mL of 10:1 CH2Cl2/MeOH is cooled to −78° C. and purged with ozone until a blue color persisted (45 min). The solution is then purged with N2 to remove excess ozone and treated with dimethylsulfide (35 mL). The solution is allowed to warm to room temperature overnight and the next morning concentrated in vacuo. The resulting solid is re-dissolved in 400 mL of MeOH and treated with 500...